This data is from the Open Reaction Database (ORD), a public repository of structured organic reaction records. The task is: describe an organic reaction: reactants, conditions, products, and yield Starting materials: CC=1C=[N+](C=2CCCCC2C1)[O-] (3-methyl-5,6,7,8-tetrahydroquinoline-N-oxide), C(C)(=O)OC(C)=O (acetic anhydride). Run at temperature 90 celsius, time 3.5 hour. Yields the product CC=1C=NC=2C(CCCC2C1)OC(C)=O (3-methyl-8-acetoxy-5,6,7,8-tetrahydroquinoline). RXN SMILES: [CH3:1][C:2]1[CH:3]=[N+:4]([O-])[C:5]2[CH2:6][CH2:7][CH2:8][CH2:9][C:10]=2[CH:11]=1.[C:13]([O:16]C(=O)C)(=[O:15])[CH3:14]>>[CH3:1][C:2]1[CH:3]=[N:4][C:5]2[CH:6]([O:16][C:13](=[O:15])[CH3:14])[CH2:7][CH2:8][CH2:9][C:10]=2[CH:11]=1. Procedure: 7.02 Grams of 3-methyl-5,6,7,8-tetrahydroquinoline-N-oxide was dissolved in acetic anhydride, and the solution was heated at 90° C. with stirring for 3.5 hours. Acetic anhydride was removed by evaporation under reduced pressure, then an aqueous solution of sodium carbonate was added to make the residue alkaline and was extracted with chloroform. The chloroform layer was washed with an aqueous solution saturated with sodium chloride, then dried with anhydrous magnesium sulfate. The solvent was re... Reactants: ClC1=C(C=CC(=C1)N(C)CC=1SC(=CC1)Cl)NC(C(F)(F)F)=O (N-{2-Chloro-4-[(5-chloro-thiophen-2-ylmethyl)-(methyl)amino]-phenyl}-2,2,2-trifluoroacetamide), C([O-])([O-])=O.[K+].[K+] (potassium carbonate). Run in CO (methanol), O (water). Reaction conditions: time 24 hour. Product: ClC1=C(C=CC(=C1)N(C)CC=1SC(=CC1)Cl)N (2-Chloro-N(4)-(5-chloro-thiophen-2-ylmethyl)-N(4)-methyl-benzene-1,4-diamine). Yield: 96.7%. Reaction SMILES: [Cl:1][C:2]1[CH:7]=[C:6]([N:8]([CH2:10][C:11]2[S:12][C:13]([Cl:16])=[CH:14][CH:15]=2)[CH3:9])[CH:5]=[CH:4][C:3]=1[NH:17]C(=O)C(F)(F)F.C(=O)([O-])[O-].[K+].[K+]>CO.O>[Cl:1][C:2]1[CH:7]=[C:6]([N:8]([CH2:10][C:11]2[S:12][C:13]([Cl:16])=[CH:14][CH:15]=2)[CH3:9])[CH:5]=[CH:4][C:3]=1[NH2:17] |f:1.2.3|. Procedure details: To a solution of N-{2-Chloro-4-[(5-chloro-thiophen-2-ylmethyl)-(methyl)amino]-phenyl}-2,2,2-trifluoroacetamide (3.118 g) in methanol (MeOH) (50 mL) solution of potassium carbonate (K2CO3) (6.4 g) in water (25 mL) was added and the reaction mixture was stirred until reaction completion (24 hours) at room temperature. The obtained reaction mixture was extracted with ethyl acetate, washed with saturated aqueous sodium bicarbonate (NaHCO3) and evaporated to give 2.26 g of dark brown oil which was us... The reactants are Cl (HCl), C(C1=CC=CC=C1)N1C(COC(C1)(CCOS(=O)(=O)C)C1=CC(=C(C=C1)Cl)Cl)=O (4-Benzyl-6-(3,4-dichlorophenyl)-6-[2-(methanesulfonyloxy)ethyl]morpholin-3-one), C1(=CC=CC=C1)C1(CCNCC1)C(=O)N1CCCC1 (4-phenyl-4-(pyrrolidin-1-ylcarbonyl)piperidine), C(=O)([O-])[O-].[K+].[K+] (K2CO3). Solvent: O (water), CCOCC (ether), CN(C)C=O (DMF), C(Cl)Cl (DCM). Run at temperature 80 celsius. The product is O.Cl.C(C1=CC=CC=C1)N1C(COC(C1)(CCN1CCC(CC1)(C(=O)N1CCCC1)C1=CC=CC=C1)C1=CC(=C(C=C1)Cl)Cl)=O (4-Benzyl-6-(3,4-dichlorophenyl)-6-[2-[4-phenyl-4-(pyrrolidin-1-ylcarbonyl)piperid-1-yl]ethyl]morpholin-3-one hydrochloride monohydrate). Yield: 58.2%. RXN SMILES: [CH2:1]([N:8]1[CH2:13][C:12]([C:21]2[CH:26]=[CH:25][C:24]([Cl:27])=[C:23]([Cl:28])[CH:22]=2)([CH2:14][CH2:15]OS(C)(=O)=O)[O:11][CH2:10][C:9]1=[O:29])[C:2]1[CH:7]=[CH:6][CH:5]=[CH:4][CH:3]=1.[C:30]1([C:36]2([C:42]([N:44]3[CH2:48][CH2:47][CH2:46][CH2:45]3)=[O:43])[CH2:41][CH2:40][NH:39][CH2:38][CH2:37]2)[CH:35]=[CH:34][CH:33]=[CH:32][CH:31]=1.C([O-])([O-])=O.[K+].[K+].Cl>CN(C=O)C.C(Cl)Cl.CCOCC.O>[OH2:11].[ClH:27].[CH2:1]([N:8]1[CH2:13][C:12]([C:21]2[CH:26]=[CH:25][C:24]([Cl:27])=[C:23]([Cl:28])[CH:22]=2)([CH2:14][CH2:15][N:39]2[CH2:40][CH2:41][C:36]([C:30]3[CH:31]=[CH:32][CH:33]=[CH:34][CH:35]=3)([C:42]([N:44]3[CH2:48][CH2:47][CH2:46][CH2:45]3)=[O:43])[CH2:37][CH2:38]2)[O:11][CH2:10][C:9]1=[O:29])[C:2]1[CH:7]=[CH:6][CH:5]=[CH:4][CH:3]=1 |f:2.3.4,10.11.12|. Procedure details: A mixture of 0.98 g of the compound obtained in step B of EXAMPLE 14, 0.645 g of 4-phenyl-4-(pyrrolidin-1-ylcarbonyl)piperidine and 0.69 g of K2CO3 in 3 ml of DMF is heated at 80° C. for 2 hours. After cooling to RT, the reaction mixture is poured into water and extracted with an AcOEt/ether mixture, the organic phase is washed with water and dried over MgSO4 and the solvent is evaporated off under vacuum. The residue is chromatographed on silica H using a DCM/MeOH mixture (100/2; v/v) as the el...